From a dataset of the Open Reaction Database (ORD), a public repository of structured organic reaction records. describe an organic reaction: reactants, conditions, products, and yield The reactants are CO, CC(C)=O, CC12CCC(=O)C([N+](=O)[O-])=C1CCC1C2CCC2(C)C(O)CCC12. The product is CC12CCC3C(CCC4=C([N+](=O)[O-])C(=O)CCC43C)C1CCC2=O. As a reaction SMILES: [CH3:25][OH:26].[CH3:27][C:28](=[O:29])[CH3:30].[OH:1][CH:2]1[C:3]2([CH3:4])[CH:5]([CH2:6][CH2:7]1)[CH:8]1[CH2:9][CH2:10][C:11]3=[C:12]([N+:22](=[O:23])[O-:24])[C:13](=[O:21])[CH2:14][CH2:15][C:16]3([CH3:17])[CH:18]1[CH2:19][CH2:20]2>>[O:1]=[C:2]1[C:3]2([CH3:4])[CH:5]([CH2:6][CH2:7]1)[CH:8]1[CH2:9][CH2:10][C:11]3=[C:12]([N+:22](=[O:23])[O-:24])[C:13](=[O:21])[CH2:14][CH2:15][C:16]3([CH3:17])[CH:18]1[CH2:19][CH2:20]2. The reactants are CN(C)CC1=CC=C(O1)CSCCNC(=C[N+](=O)[O-])NCCCCCCCCCCCCN (N-[1-[[2-[[5-[(dimethylamino)methyl]-2-furanylmethyl]thio]ethyl]amino]-2-nitroethenyl]-1,12-dodecanediamine), O1C(=CC=C1)CSCCNC(=C[N+](=O)[O-])SC (N-2-[[(2-furanyl)methyl]thio]ethyl-1-(methylthio)-2-nitroethenamine). The solvent is C(C)(=O)OCC (ethyl acetate). The product is CN(C)CC1=CC=C(O1)CSCCNC(=C[N+](=O)[O-])NCCCCCCCCCCCCNC(=C[N+](=O)[O-])NCCSCC=1OC=CC1 (N-[1-[[2-[[[5-[(Dimethylamino)methyl]-2-furanyl]methyl]thio]ethyl]amino]-2-nitroethenyl]-N'-[1-[[2-[(2-furanylmethyl)thio]ethyl]amino]-2-nitroethenyl]-1,12-dodecanediamine). Isolated yield 69.8%. RXN SMILES: [CH3:1][N:2]([CH2:4][C:5]1[O:9][C:8]([CH2:10][S:11][CH2:12][CH2:13][NH:14][C:15]([NH:20][CH2:21][CH2:22][CH2:23][CH2:24][CH2:25][CH2:26][CH2:27][CH2:28][CH2:29][CH2:30][CH2:31][CH2:32][NH2:33])=[CH:16][N+:17]([O-:19])=[O:18])=[CH:7][CH:6]=1)[CH3:3].[O:34]1[CH:38]=[CH:37][CH:36]=[C:35]1[CH2:39][S:40][CH2:41][CH2:42][NH:43][C:44](SC)=[CH:45][N+:46]([O-:48])=[O:47]>C(OCC)(=O)C>[CH3:1][N:2]([CH2:4][C:5]1[O:9][C:8]([CH2:10][S:11][CH2:12][CH2:13][NH:14][C:15]([NH:20][CH2:21][CH2:22][CH2:23][CH2:24][CH2:25][CH2:26][CH2:27][CH2:28][CH2:29][CH2:30][CH2:31][CH2:32][NH:33][C:44]([NH:43][CH2:42][CH2:41][S:40][CH2:39][C:35]2[O:34][CH:38]=[CH:37][CH:36]=2)=[CH:45][N+:46]([O-:48])=[O:47])=[CH:16][N+:17]([O-:19])=[O:18])=[CH:7][CH:6]=1)[CH3:3]. Procedure details: A mixture of N-[1-[[2-[[5-[(dimethylamino)methyl]-2-furanylmethyl]thio]ethyl]amino]-2-nitroethenyl]-1,12-dodecanediamine (0.8 g.) and N-2-[[(2-furanyl)methyl]thio]ethyl-1-(methylthio)-2-nitroethenamine (0.57 g.) in ethyl acetate (8 ml.) was evaporated and the residue heated at 98°-100° for 2 hours. The oily residue was dissolved in methanol (10 ml.) and evaporated to dryness (×2). The oily residue was triturated with ethyl acetate (30 ml.), the solid which separated was washed with ethyl acetate... The product is NC1=C(C=C(C(=O)N[C@@H](CCC(=O)OCC)C(=O)OCC)C=C1)OC (Diethyl N-(4-amino-3-methoxybenzoyl)-(L)-glutamate). Starting materials: COC=1C=C(C(=O)N[C@@H](CCC(=O)OCC)C(=O)OCC)C=CC1[N+](=O)[O-] (diethyl N-(3-methoxy-4-nitrobenzoyl)-(L)-glutamate), ( 100 ), CO (MeOH), 353. Run at time 1 hour. Run in C(C)O (ethanol). Procedure: A solution of diethyl N-(3-methoxy-4-nitrobenzoyl)-(L)-glutamate (11.0 g, 28.8 mmoles) in 95% ethanol (200 mL) was mixed with 10% palladium on carbon (0.8 g) and placed on a Parr apparatus. The mixture was shaken under hydrogen atmosphere for 1 hour. The reaction mixture was filtered, spin evaporated, and dried to give a clear viscous oil which on long-standing hardened to a white wax; yield, 9.95 g (99%); 1H-NMR (DMSO-d6) δ 1.15 and 1.17 (2t overlapped, 6H), 1.8-2.2 (m, 2H), 2.40 (t, 2H), 3.79 ... RXN SMILES: [CH3:1][O:2][C:3]1[CH:4]=[C:5]([CH:22]=[CH:23][C:24]=1[N+:25]([O-])=O)[C:6]([NH:8][C@H:9]([C:17]([O:19][CH2:20][CH3:21])=[O:18])[CH2:10][CH2:11][C:12]([O:14][CH2:15][CH3:16])=[O:13])=[O:7].CO>C(O)C.[Pd]>[NH2:25][C:24]1[CH:23]=[CH:22][C:5]([C:6]([NH:8][C@H:9]([C:17]([O:19][CH2:20][CH3:21])=[O:18])[CH2:10][CH2:11][C:12]([O:14][CH2:15][CH3:16])=[O:13])=[O:7])=[CH:4][C:3]=1[O:2][CH3:1]. Reagents/catalysts: [Pd] (palladium on carbon). Reactants: N(CC)CC (Et2NH), BrC(C(=O)OCC)(F)F (ethyl bromodifluoroacetate). Conditions: time 60 minute. Product: BrC(C(=O)N(CC)CC)(F)F (2-bromo-2,2-difluoro-N,N-diethyl-acetamide). As a reaction SMILES: [NH:1]([CH2:4][CH3:5])[CH2:2][CH3:3].[Br:6][C:7]([F:14])([F:13])[C:8]([O:10]CC)=O>>[Br:6][C:7]([F:13])([F:14])[C:8]([N:1]([CH2:4][CH3:5])[CH2:2][CH3:3])=[O:10]. Procedure details: Et2NH (7.9 g, 108 mmol) was added to ethyl bromodifluoroacetate (20.1 g, 99 mmol) at 30° C. The mixture was stirred for 60 min; then all volatiles were removed under reduced pressure. To the residue was added another 7.9 g of Et2NH and the mixture was stirred another 60 min. Again, all volatiles were removed under reduced pressure and the residue (16.3 g, >90% purity by NMR) was used in subsequent steps without further purification. Reactants: CCOC(=O)C1CCC(O)C(c2ccccc2C)C1C(=O)OCC, CC(OC(=N)C(Cl)(Cl)Cl)c1cc(C(F)(F)F)cc(C(F)(F)F)c1. Product: CCOC(=O)C1CCC(OC(C)c2cc(C(F)(F)F)cc(C(F)(F)F)c2)C(c2ccccc2C)C1C(=O)OCC. As a reaction SMILES: [CH3:1][c:2]1[c:3]([CH:8]2[CH:9]([C:20](=[O:21])[O:22][CH2:23][CH3:24])[CH:10]([C:15](=[O:16])[O:17][CH2:18][CH3:19])[CH2:11][CH2:12][CH:13]2[OH:14])[cH:4][cH:5][cH:6][cH:7]1.[F:25][C:26]([c:27]1[cH:28][c:29]([CH:37]([CH3:38])[O:39][C:40](=[NH:41])[C:42]([Cl:43])([Cl:44])[Cl:45])[cH:30][c:31]([C:33]([F:34])([F:35])[F:36])[cH:32]1)([F:46])[F:47]>>[CH3:1][c:2]1[c:3]([CH:8]2[CH:9]([C:20](=[O:21])[O:22][CH2:23][CH3:24])[CH:10]([C:15](=[O:16])[O:17][CH2:18][CH3:19])[CH2:11][CH2:12][CH:13]2[O:14][CH:37]([c:29]2[cH:28][c:27]([C:26]([F:25])([F:46])[F:47])[cH:32][c:31]([C:33]([F:34])([F:35])[F:36])[cH:30]2)[CH3:38])[cH:4][cH:5][cH:6][cH:7]1. The reactants are [Br-], COC(=O)c1ccc(C=CCBr)cc1-c1ccc(F)cc1, Ic1cncn1C(c1ccccc1)(c1ccccc1)c1ccccc1, CC[Mg+], C1CCOC1, [Cl-], [Cl-], N#C[Cu], [Li+], [NH4+]. Product: COC(=O)c1ccc(C=CCc2cncn2C(c2ccccc2)(c2ccccc2)c2ccccc2)cc1-c1ccc(F)cc1. Reaction SMILES: [Br-:1].[Br:35][CH2:36][CH:37]=[CH:38][c:39]1[cH:40][c:41](-[c:49]2[cH:50][cH:51][c:52]([F:55])[cH:53][cH:54]2)[c:42]([C:43](=[O:44])[O:45][CH3:46])[cH:47][cH:48]1.[C:5]([c:6]1[cH:7][cH:8][cH:9][cH:10][cH:11]1)([c:12]1[cH:13][cH:14][cH:15][cH:16][cH:17]1)([c:18]1[cH:19][cH:20][cH:21][cH:22][cH:23]1)[n:24]1[cH:25][n:26][cH:27][c:28]1[I:29].[CH2:2]([Mg+:3])[CH3:4].[CH2:58]1[O:59][CH2:60][CH2:61][CH2:62]1.[Cl-:34].[Cl-:56].[Cu:30][C:31]#[N:32].[Li+:33].[NH4+:57]>>[C:5]([c:6]1[cH:7][cH:8][cH:9][cH:10][cH:11]1)([c:12]1[cH:13][cH:14][cH:15][cH:16][cH:17]1)([c:18]1[cH:19][cH:20][cH:21][cH:22][cH:23]1)[n:24]1[cH:25][n:26][cH:27][c:28]1[CH2:36][CH:37]=[CH:38][c:39]1[cH:40][c:41](-[c:49]2[cH:50][cH:51][c:52]([F:55])[cH:53][cH:54]2)[c:42]([C:43](=[O:44])[O:45][CH3:46])[cH:47][cH:48]1. Starting materials: CSCCO (2-methylthioethanol), [H-].[Na+] (sodium hydride), BrC(C(=O)O)C (2-bromopropionic acid). The product is CSCCOC(C(=O)O)C (2-(2-(Methylthio)ethoxy)propanoic acid). Procedure details: Addition of 2-methylthioethanol (10.0 g, 0.108 mol) to sodium hydride (9.54 g of a 60% dispersion in mineral oil, 0.238 mol, washed twice with hexane) followed by reaction with 2-bromopropionic acid (16.6 g, 0.108 mol) gave 13.81 g (78% yield) of the title compound as a clear oil; bp 80–90° C./0.2 torr (bulb to bulb distillation, air bath temperature). 1HNMR 400 MHz (CDCl3) δ ppm: 1.49 (3H, d, J=7.0 Hz, CH3), 2.18 (3H, s, SCH3), 2.76 (2H, t, J=6.6 Hz, CH2), 3.74 (2H, t, J=6.6 Hz, CH2), 4.07 (1H,... Isolated yield 77.9%. RXN SMILES: [CH3:1][S:2][CH2:3][CH2:4][OH:5].[H-].[Na+].Br[CH:9]([CH3:13])[C:10]([OH:12])=[O:11]>>[CH3:1][S:2][CH2:3][CH2:4][O:5][CH:9]([CH3:13])[C:10]([OH:12])=[O:11] |f:1.2|. The reactants are NCCOCC=1NC(=C(C(C1C(=O)OCC)C1=C(C=CC=C1)Cl)C(=O)OC)C (2-(2-Aminoethoxymethyl)-4-(2-chlorophenyl)-3-ethoxycarbonyl-5-methoxycarbonyl-6-methyl-1,4-dihydropyridine), CN1CCN(CC1)S(=O)(=O)Cl (4-Methyl-1-piperazinylsulphonyl chloride). Solvent: C(Cl)(Cl)Cl (chloroform), C(C)N(CC)CC (triethylamine). Yields the product ClC1=C(C=CC=C1)C1C(=C(NC(=C1C(=O)OC)C)COCCNS(=O)(=O)N1CCN(CC1)C)C(=O)OCC (4-(2-Chlorophenyl)-3-ethoxycarbonyl-5-methoxycarbonyl-6-methyl-2-[2-(4-methyl-1-piperazinylsulphonylamino)ethoxymethyl]-1,4-dihydropyridine). The yield is 43.0%. Reaction SMILES: [NH2:1][CH2:2][CH2:3][O:4][CH2:5][C:6]1[NH:7][C:8]([CH3:28])=[C:9]([C:24]([O:26][CH3:27])=[O:25])[CH:10]([C:17]2[CH:22]=[CH:21][CH:20]=[CH:19][C:18]=2[Cl:23])[C:11]=1[C:12]([O:14][CH2:15][CH3:16])=[O:13].[CH3:29][N:30]1[CH2:35][CH2:34][N:33]([S:36](Cl)(=[O:38])=[O:37])[CH2:32][CH2:31]1>C(Cl)(Cl)Cl.C(N(CC)CC)C>[Cl:23][C:18]1[CH:19]=[CH:20][CH:21]=[CH:22][C:17]=1[CH:10]1[C:9]([C:24]([O:26][CH3:27])=[O:25])=[C:8]([CH3:28])[NH:7][C:6]([CH2:5][O:4][CH2:3][CH2:2][NH:1][S:36]([N:33]2[CH2:34][CH2:35][N:30]([CH3:29])[CH2:31][CH2:32]2)(=[O:38])=[O:37])=[C:11]1[C:12]([O:14][CH2:15][CH3:16])=[O:13]. Reported procedure: 2-(2-Aminoethoxymethyl)-4-(2-chlorophenyl)-3-ethoxycarbonyl-5-methoxycarbonyl-6-methyl-1,4-dihydropyridine (0.5 g) was dissolved in a mixture of chloroform (dried over alumina) (20 ml) and triethylamine (2 ml) and the mixture stirred at room temperature. 4-Methyl-1-piperazinylsulphonyl chloride (0.25 g) was added in one portion and the mixture stirred at room temperature for 17 hours. After evaporation to dryness, the resultant oil was partitioned between 5% aqueous sodium carbonate and methylen... Reactants: Br, COc1nc(C(F)(F)F)ccc1Cc1nnc2cc(-c3ccc(Cl)cc3)c(-c3ccccc3Cl)nn12, [Na+], O=C([O-])O. Yields the product Oc1nc(C(F)(F)F)ccc1Cc1nnc2cc(-c3ccc(Cl)cc3)c(-c3ccccc3Cl)nn12. Reaction SMILES: [BrH:42].[Cl:1][c:2]1[c:3](-[c:8]2[c:9](-[c:30]3[cH:31][cH:32][c:33]([Cl:36])[cH:34][cH:35]3)[cH:10][c:11]3[n:12]([n:13]2)[c:14]([CH2:17][c:18]2[c:19]([O:28][CH3:29])[n:20][c:21]([C:24]([F:25])([F:26])[F:27])[cH:22][cH:23]2)[n:15][n:16]3)[cH:4][cH:5][cH:6][cH:7]1.[Na+:41].[O-:37][C:38]([OH:39])=[O:40]>>[Cl:1][c:2]1[c:3](-[c:8]2[c:9](-[c:30]3[cH:31][cH:32][c:33]([Cl:36])[cH:34][cH:35]3)[cH:10][c:11]3[n:12]([n:13]2)[c:14]([CH2:17][c:18]2[c:19]([OH:28])[n:20][c:21]([C:24]([F:25])([F:26])[F:27])[cH:22][cH:23]2)[n:15][n:16]3)[cH:4][cH:5][cH:6][cH:7]1. Starting materials: CN(C)C=O, CCO, NCc1ccccc1Cl, Fc1ccc2c(-c3ccc(OCC4CO4)cc3)noc2c1. Yields the product OC(CNCc1ccccc1Cl)COc1ccc(-c2noc3cc(F)ccc23)cc1. RXN SMILES: [CH3:31][N:32]([CH3:33])[CH:34]=[O:35].[CH3:36][CH2:37][OH:38].[Cl:22][c:23]1[c:24]([CH2:25][NH2:26])[cH:27][cH:28][cH:29][cH:30]1.[F:1][c:2]1[cH:3][c:4]2[c:5]([c:6](-[c:9]3[cH:10][cH:11][c:12]([O:15][CH2:16][CH:17]4[O:18][CH2:19]4)[cH:13][cH:14]3)[n:7][o:8]2)[cH:20][cH:21]1>>[F:1][c:2]1[cH:3][c:4]2[c:5]([c:6](-[c:9]3[cH:10][cH:11][c:12]([O:15][CH2:16][CH:17]([OH:18])[CH2:19][NH:26][CH2:25][c:24]4[c:23]([Cl:22])[cH:30][cH:29][cH:28][cH:27]4)[cH:13][cH:14]3)[n:7][o:8]2)[cH:20][cH:21]1.